From a dataset of the Open Reaction Database (ORD), a public repository of structured organic reaction records. describe an organic reaction: reactants, conditions, products, and yield The reactants are ClC=1C(=NC=NC1Cl)N (5,6-dichloropyrimidin-4-amine), NCC1CCN(CC1)C(=O)OC(C)(C)C (tert-butyl 4-(aminomethyl)piperidine-1-carboxylate), OC1=CC=C(OC2=CC=C(C=C2)B(O)O)C=C1 ((4-(4-hydroxyphenoxy)phenyl)boronic acid), C(C=C)(=O)Cl (acryloyl chloride). Product: NC1=C(C(=NC=N1)NCC1CCN(CC1)C(C=C)=O)C1=CC=C(C=C1)OC1=CC=C(C=C1)O (1-(4-(((6-amino-5-(4-(4-hydroxyphenoxy)phenyl)pyrimidin-4-yl)amino)methyl)piperidin-1-yl)prop-2-en-1-one). RXN SMILES: Cl[C:2]1[C:3]([NH2:9])=[N:4][CH:5]=[N:6][C:7]=1Cl.[NH2:10][CH2:11][CH:12]1[CH2:17][CH2:16][N:15]([C:18]([O:20]C(C)(C)C)=O)[CH2:14][CH2:13]1.[OH:25][C:26]1[CH:41]=[CH:40][C:29]([O:30][C:31]2[CH:36]=[CH:35][C:34](B(O)O)=[CH:33][CH:32]=2)=[CH:28][CH:27]=1.[C:42](Cl)(=O)[CH:43]=C>>[NH2:9][C:3]1[N:4]=[CH:5][N:6]=[C:7]([NH:10][CH2:11][CH:12]2[CH2:13][CH2:14][N:15]([C:18](=[O:20])[CH:42]=[CH2:43])[CH2:16][CH2:17]2)[C:2]=1[C:34]1[CH:35]=[CH:36][C:31]([O:30][C:29]2[CH:40]=[CH:41][C:26]([OH:25])=[CH:27][CH:28]=2)=[CH:32][CH:33]=1. Procedure: 1-(4-(((6-amino-5-(4-(4-hydroxyphenoxy)phenyl)pyrimidin-4-yl)amino)methyl)piperidin-1-yl)prop-2-en-1-one was prepared from 5,6-dichloropyrimidin-4-amine, tert-butyl 4-(aminomethyl)piperidine-1-carboxylate, (4-(4-hydroxyphenoxy)phenyl)boronic acid, and acryloyl chloride in four steps according to general scheme 2, using methods I, C, D and G. MS: m/z=446 [M+H]+. 1H-NMR (400 MHz, DMSO-d6) δ 9.39 (bs, 1H), 8.31 (s, 1H), 7.54 (t, 1H), 7.06 (dd, 2H), 7.00 (d, 2H), 6.94 (d, 1H), 6.89 (bs, 1H), 6.79 (d... Reactants: COCCN1CCN(CC1)C1=CC2=C(NC(=N2)C2=CC(=C(C=C2)N)[N+](=O)[O-])C=C1 (4-{5-[4-(2-methoxy-ethyl)-piperazin-1-yl]-1H-benzoimidazol-2-yl}-2-nitro-phenylamine). Reagents/catalysts: [Pd] (palladium on carbon). Solvent: C(C)(=O)OCC.CO (ethyl acetate methanol). Conditions: time 1 day. The product is COCCN1CCN(CC1)C1=CC2=C(NC(=N2)C=2C=C(C(=CC2)N)N)C=C1 (4-{5-[4-(2-methoxy-ethyl)-piperazin-1-yl]-1H-benzoimidazol-2-yl}-benzene-1,2-diamine). Reaction SMILES: [CH3:1][O:2][CH2:3][CH2:4][N:5]1[CH2:10][CH2:9][N:8]([C:11]2[CH:29]=[CH:28][C:14]3[NH:15][C:16]([C:18]4[CH:23]=[CH:22][C:21]([NH2:24])=[C:20]([N+:25]([O-])=O)[CH:19]=4)=[N:17][C:13]=3[CH:12]=2)[CH2:7][CH2:6]1>[Pd].C(OCC)(=O)C.CO>[CH3:1][O:2][CH2:3][CH2:4][N:5]1[CH2:6][CH2:7][N:8]([C:11]2[CH:29]=[CH:28][C:14]3[NH:15][C:16]([C:18]4[CH:19]=[C:20]([NH2:25])[C:21]([NH2:24])=[CH:22][CH:23]=4)=[N:17][C:13]=3[CH:12]=2)[CH2:9][CH2:10]1 |f:2.3|. Procedure: To a solution of 4-{5-[4-(2-methoxy-ethyl)-piperazin-1-yl]-1H-benzoimidazol-2-yl}-2-nitro-phenylamine (0.5 g, 1.2 mmol) in 4:1 ethyl acetate/methanol (60 ml) under nitrogen, was added 5% palladium on carbon (100 mg) and the mixture was first evacuated and then stirred at room temperature under an atmosphere of hydrogen for 1 day. The reaction mixture was then filtered through Celite, washed with 1:1 ethyl acetate/methanol (10 mL) and the combined filtrate and washings were concentrated to give t...